describe an organic reaction: reactants, conditions, products, and yield From a dataset of the Open Reaction Database (ORD), a public repository of structured organic reaction records. Starting materials: C(C)C1=CC=C(C=C1)C1CC(CNC1)C(=O)NC1=CC=CC=C1 (5-(4-ethylphenyl)-N-phenylpiperidine-3-carboxamide), C(C)(C)(C)OC(=O)NC1(CC1)C(=O)O (1-[(tert-butoxycarbonyl)amino]cyclopropanecarboxylic acid). Product: C(C)C1=CC=C(C=C1)C1CN(CC(C1)C(NC1=CC=CC=C1)=O)C(=O)C1(CC1)NC(OC(C)(C)C)=O (tert-Butyl (1-{[3-(4-ethylphenyl)-5-(phenylcarbamoyl)piperidin-1-yl]carbonyl}cyclopropyl)carbamate). As a reaction SMILES: [CH2:1]([C:3]1[CH:8]=[CH:7][C:6]([CH:9]2[CH2:14][NH:13][CH2:12][CH:11]([C:15]([NH:17][C:18]3[CH:23]=[CH:22][CH:21]=[CH:20][CH:19]=3)=[O:16])[CH2:10]2)=[CH:5][CH:4]=1)[CH3:2].[C:24]([O:28][C:29]([NH:31][C:32]1([C:35](O)=[O:36])[CH2:34][CH2:33]1)=[O:30])([CH3:27])([CH3:26])[CH3:25]>>[CH2:1]([C:3]1[CH:4]=[CH:5][C:6]([CH:9]2[CH2:10][CH:11]([C:15](=[O:16])[NH:17][C:18]3[CH:19]=[CH:20][CH:21]=[CH:22][CH:23]=3)[CH2:12][N:13]([C:35]([C:32]3([NH:31][C:29](=[O:30])[O:28][C:24]([CH3:26])([CH3:25])[CH3:27])[CH2:34][CH2:33]3)=[O:36])[CH2:14]2)=[CH:7][CH:8]=1)[CH3:2]. Procedure: 169 mg (0.50 mmol) of 5-(4-ethylphenyl)-N-phenylpiperidine-3-carboxamide (Example 17A) and 111 mg (0.55 mmol, 1.1 eq.) of 1-[(tert-butoxycarbonyl)amino]cyclopropanecarboxylic acid were reacted according to General Method 1. Yield: 119 mg (48% of theory) Reactants: O, O=[N+]([O-])O, CCCc1cc(C(O)(C(F)(F)F)C(F)(F)F)ccc1O, O=S(=O)(O)O. Product: CCCc1cc(C(O)(C(F)(F)F)C(F)(F)F)cc([N+](=O)[O-])c1O. RXN SMILES: [OH2:30].[OH:26][N+:27]([O-:28])=[O:29].[OH:6][c:7]1[c:8]([CH2:23][CH2:24][CH3:25])[cH:9][c:10]([C:13]([C:14]([F:15])([F:16])[F:17])([C:18]([F:19])([F:20])[F:21])[OH:22])[cH:11][cH:12]1.[S:1](=[O:2])(=[O:3])([OH:4])[OH:5]>>[OH:6][c:7]1[c:8]([CH2:23][CH2:24][CH3:25])[cH:9][c:10]([C:13]([C:14]([F:15])([F:16])[F:17])([C:18]([F:19])([F:20])[F:21])[OH:22])[cH:11][c:12]1[N+:27](=[O:26])[O-:28]. The product is COc1cc(C(=O)O)ccc1OC1CCCC1. Reaction SMILES: [CH2:26]1[O:27][CH2:28][CH2:29][O:30][CH2:31]1.[CH3:23][CH2:24][OH:25].[CH:1]1([O:6][c:7]2[c:8]([O:18][CH3:19])[cH:9][c:10]([C:11](=[O:12])[O:13][CH2:14][CH3:15])[cH:16][cH:17]2)[CH2:2][CH2:3][CH2:4][CH2:5]1.[ClH:22].[Na+:21].[OH-:20]>>[CH:1]1([O:6][c:7]2[c:8]([O:18][CH3:19])[cH:9][c:10]([C:11](=[O:12])[OH:13])[cH:16][cH:17]2)[CH2:2][CH2:3][CH2:4][CH2:5]1. Reactants: C1COCCO1, CCO, CCOC(=O)c1ccc(OC2CCCC2)c(OC)c1, Cl, [Na+], [OH-]. The reactants are C(=O)[O-].[NH4+] (Ammonium formate), FC=1C=CC(=C(OC2CCOCC2)C1)[N+](=O)[O-] (4-(5-fluoro-2-nitrophenoxy)tetrahydro-2H-pyran). Reagents/catalysts: [Pd] (palladium on carbon). Solvent: CO (MeOH). Reaction conditions: time 0.5 hour. Yields the product FC1=CC(=C(N)C=C1)OC1CCOCC1 (4-fluoro-2-(tetrahydro-2H-pyran-4-yloxy)aniline). Yield: 76.2%. Reaction SMILES: C([O-])=O.[NH4+].[F:5][C:6]1[CH:7]=[CH:8][C:9]([N+:19]([O-])=O)=[C:10]([CH:18]=1)[O:11][CH:12]1[CH2:17][CH2:16][O:15][CH2:14][CH2:13]1>[Pd].CO>[F:5][C:6]1[CH:7]=[CH:8][C:9]([NH2:19])=[C:10]([O:11][CH:12]2[CH2:17][CH2:16][O:15][CH2:14][CH2:13]2)[CH:18]=1 |f:0.1|. Procedure: Ammonium formate (1.11 g, 17.6 mmol) was added into a suspension of 4-(5-fluoro-2-nitrophenoxy)tetrahydro-2H-pyran (1 g, 4.14 mmol) and palladium on carbon (5%, 0.250 g) in MeOH (10 mL) at ambient temperature. The solution was stirred for 0.5 hours, filtered through Celite and washed with MeOH. The filtrate was concentrated in vacuo and triturated from diethyl ether to remove the ammonium formate by-products. The sample was purified by flash column chromatography (5:1 petroleum ether (40-60° C.)... RXN SMILES: [Cl:1][CH2:2][c:3]1[n:4][c:5]([NH2:8])[s:6][cH:7]1.[N-:11]=[N+:12]=[N-:13].[Na+:10].[O:14]1[CH2:15][CH2:16][O:17][CH2:18][CH2:19]1.[OH2:9]>>[CH2:2]([c:3]1[n:4][c:5]([NH2:8])[s:6][cH:7]1)[N:11]=[N+:12]=[N-:13]. Starting materials: Nc1nc(CCl)cs1, [N-]=[N+]=[N-], [Na+], C1COCCO1, O. Yields the product [N-]=[N+]=NCc1csc(N)n1. The reactants are FC=1C=C(C=CC1)[C@@H]1[C@H](NC(O1)=O)C=1C=NC=C(C1)C#CC1=CC=CC=C1 ((4R,5R)-5-(3-fluorophenyl)-4-(5-(phenylethynyl)pyridin-3-yl)oxazolidin-2-one), BrCC1=CC=C(C#N)C=C1 (4-(bromomethyl)benzonitrile). Product: O=C1O[C@@H]([C@H](N1)C=1C=NC=C(C1)C#CC1=CC=CC=C1)C1=CC=C(C#N)C=C1 (4-((4R,5R)-2-Oxo-4-(5-(phenylethynyl)pyridin-3-yl)oxazolidin-5-yl)benzonitrile). Reaction SMILES: F[C:2]1[CH:3]=[C:4]([C@H:8]2[O:12][C:11](=[O:13])[NH:10][C@@H:9]2[C:14]2[CH:15]=[N:16][CH:17]=[C:18]([C:20]#[C:21][C:22]3[CH:27]=[CH:26][CH:25]=[CH:24][CH:23]=3)[CH:19]=2)[CH:5]=[CH:6][CH:7]=1.BrCC1C=CC([C:34]#[N:35])=CC=1>>[O:13]=[C:11]1[NH:10][C@H:9]([C:14]2[CH:15]=[N:16][CH:17]=[C:18]([C:20]#[C:21][C:22]3[CH:27]=[CH:26][CH:25]=[CH:24][CH:23]=3)[CH:19]=2)[C@@H:8]([C:4]2[CH:5]=[CH:6][C:7]([C:34]#[N:35])=[CH:2][CH:3]=2)[O:12]1. Reported procedure: Prepared according to the same procedure as (4R,5R)-5-(3-fluorophenyl)-4-(5-(phenylethynyl)pyridin-3-yl)oxazolidin-2-one, starting with 4-(bromomethyl)benzonitrile. 1H NMR (CDCl3, 500 MHz) δ: 8.80 (d, J=1.8 Hz, 1H), 8.44 (d, J=2.1 Hz, 1H), 7.90 (t, J=2.0 Hz, 1H), 7.75 (d, J=8.5 Hz, 2H), 7.53-7.63 (m, 2H), 7.35-7.48 (m, 5H), 5.39 (d, J=7.3 Hz, 1H), 4.77 (d, J=7.3 Hz, 1H). 13C-NMR (CDCl3, 126 MHz) δ: 158.1, 153.2, 146.8, 141.7, 136.4, 133.3, 133.2, 131.9, 129.4, 128.7, 126.4, 122.0, 121.6, 118.1, ... Reactants: N[C@@H]1[C@@H](CCCC1)O (cis-2-aminocyclohexanol), C(C1=CC=CC=C1)(=O)N[C@H]1[C@@H](CCCC1)O (racemic trans-2-benzamidocyclohexanol), OS(=O)(=O)O (H2SO4), [OH-].[Na+] (NaOH). The solvent is O (H2O), O (H2O). Run at time 6 hour. Yields the product C(C1=CC=CC=C1)(=O)N[C@@H]1[C@@H](CCCC1)O (cis-2-benzamidocyclohexanol). Isolated yield 32.8%. As a reaction SMILES: [C:1]([NH:9][C@@H:10]1[CH2:15][CH2:14][CH2:13][CH2:12][C@H:11]1[OH:16])(=[O:8])[C:2]1[CH:7]=[CH:6][CH:5]=[CH:4][CH:3]=1.OS(O)(=O)=O.[OH-].[Na+].N[C@H]1CCCC[C@H]1O>O>[C:1]([NH:9][C@H:10]1[CH2:15][CH2:14][CH2:13][CH2:12][C@H:11]1[OH:16])(=[O:8])[C:2]1[CH:3]=[CH:4][CH:5]=[CH:6][CH:7]=1 |f:2.3|. Procedure details: A mixture of 24 g (11 mmol) of racemic trans-2-benzamidocyclohexanol and 12 g of 90% H2SO4 (110 mmol) was stirred at 75°-80° for 6 hours. After the addition of 22 mL of H2O, the mixture was heated under reflux for 15 hours. The mixture was cooled to room temperature and washed with 20mL of methylene chloride. The acidic aqueous phase was separated, treated with 12.6 mL of 50% NaOH solution (240 mmol) at <40° C., 30mL of H2O was added and the mixture extracted with a total of 60 mL of methylene c... Starting materials: C(CC(=O)C)(=O)OCC (ethyl acetoacetate), [H-].[Na+] (sodium hydride), Cl.ClC1=CC=C(C=C1)C#CCCCCCCCCCCCNC1=CC=C(C(=O)Cl)C=C1 (4-[13-(4-chlorophenyl)tridec-12-ynylamino]benzoyl chloride hydrochloride). Run in COCCOC (1,2-dimethoxyethane), COCCOC (1,2-dimethoxyethane), COCCOC (1,2-dimethoxyethane). Yields the product ClC1=CC=C(C=C1)C#CCCCCCCCCCCCNC1=CC=C(C(=O)C(C(=O)OCC)C(=O)C)C=C1 (ethyl 2-{4-[13-(4-chlorophenyl)tridec-12-ynylamino]benzoyl}acetoacetate). As a reaction SMILES: [C:1]([O:7][CH2:8][CH3:9])(=[O:6])[CH2:2][C:3]([CH3:5])=[O:4].[H-].[Na+].Cl.[Cl:13][C:14]1[CH:19]=[CH:18][C:17]([C:20]#[C:21][CH2:22][CH2:23][CH2:24][CH2:25][CH2:26][CH2:27][CH2:28][CH2:29][CH2:30][CH2:31][CH2:32][NH:33][C:34]2[CH:42]=[CH:41][C:37]([C:38](Cl)=[O:39])=[CH:36][CH:35]=2)=[CH:16][CH:15]=1>COCCOC>[Cl:13][C:14]1[CH:19]=[CH:18][C:17]([C:20]#[C:21][CH2:22][CH2:23][CH2:24][CH2:25][CH2:26][CH2:27][CH2:28][CH2:29][CH2:30][CH2:31][CH2:32][NH:33][C:34]2[CH:42]=[CH:41][C:37]([C:38]([CH:2]([C:3]([CH3:5])=[O:4])[C:1]([O:7][CH2:8][CH3:9])=[O:6])=[O:39])=[CH:36][CH:35]=2)=[CH:16][CH:15]=1 |f:1.2,3.4|. Procedure details: A solution of 21.6 g. of ethyl acetoacetate and 10 ml. of 1,2-dimethoxyethane is added to a suspension of 4.0 g. of sodium hydride in 1,2-dimethoxyethane under argon. A solution of 17.3 g. of 4-[13-(4-chlorophenyl)tridec-12-ynylamino]benzoyl chloride hydrochloride in 1,2-dimethoxyethane is then added. The reaction mixture is refluxed for 5 hours, cooled, poured on ice and extracted with ether. The ether solution is washed with water and saturated sodium chloride solution, dried over anhydrous so...